Dataset: the Open Reaction Database (ORD), a public repository of structured organic reaction records. Task: describe an organic reaction: reactants, conditions, products, and yield The reactants are C(C)(=O)OCC (ethyl acetate), C(C)(=O)OCC (ethyl acetate), C[C@@H](C1=CC=CC=C1)N (l-(-)-alpha-methylbenzylamine), C(C)OCC (Ethyl ether). Run in C(Cl)(Cl)Cl (chloroform). Conditions: time 8 hour. The product is CC(C1=CC=CC=C1)N (alpha-Methylbenzylamine). Reaction SMILES: C(OCC)(=O)C.[CH3:7][C@H:8]([NH2:15])[C:9]1[CH:14]=[CH:13][CH:12]=[CH:11][CH:10]=1.C(OCC)C>C(Cl)(Cl)Cl>[CH3:7][CH:8]([NH2:15])[C:9]1[CH:14]=[CH:13][CH:12]=[CH:11][CH:10]=1. Procedure: The mother liquors from above were acidified with 167 ml. 1N hydrochloric acid, extracted with 5×125 ml. ethyl acetate, the extracts combined, washed with brine, dried (MgSO4) and the solvent evaporated to obtain 49 g. of residue. This was dissolved in 350 ml. warm ethyl acetate, 22.4 g. l-(-)-alpha-methylbenzylamine added and the solution cooled to room temperature. Ethyl ether, 350 ml. was added and the mixture refrigerated overnight. The precipitated solid was collected by filtration, washed ... Reactants: OCCCC=1C=C(C(=O)O)C=C(C1OC)OC (3-(3-hydroxypropyl)-4,5-dimethoxybenzoic acid), C(C)Br (ethyl bromide). The product is C(C)OCCCC=1C=C(C(=O)O)C=C(C1OC)OC (3-(3-Ethoxypropyl)-4,5-dimethoxybenzoic acid). Isolated yield 72.0%. Reaction SMILES: [OH:1][CH2:2][CH2:3][CH2:4][C:5]1[CH:6]=[C:7]([CH:11]=[C:12]([O:16][CH3:17])[C:13]=1[O:14][CH3:15])[C:8]([OH:10])=[O:9].[CH2:18](Br)[CH3:19]>>[CH2:18]([O:1][CH2:2][CH2:3][CH2:4][C:5]1[CH:6]=[C:7]([CH:11]=[C:12]([O:16][CH3:17])[C:13]=1[O:14][CH3:15])[C:8]([OH:10])=[O:9])[CH3:19]. Procedure: 3-(3-Ethoxypropyl)-4,5-dimethoxybenzoic acid was prepared from 3-(3-hydroxypropyl)-4,5-Dimethoxybenzoic acid (Example 10, Step 1) and ethyl bromide by following Method I in 72% yield. The product was used without further purification. RXN SMILES: CS(O[CH2:6][CH2:7][O:8][C:9]1[C:17]2[C:12](=[N:13][CH:14]=[N:15][C:16]=2[NH:18][C:19]2[CH:24]=[CH:23][C:22]([O:25][CH2:26][C:27]3[CH:32]=[CH:31][CH:30]=[CH:29][N:28]=3)=[C:21]([CH2:33][CH3:34])[CH:20]=2)[NH:11][N:10]=1)(=O)=O.[CH3:35][N:36]1[CH2:41][CH2:40][NH:39][CH2:38][CH2:37]1>>[CH2:33]([C:21]1[CH:20]=[C:19]([NH:18][C:16]2[N:15]=[CH:14][N:13]=[C:12]3[NH:11][N:10]=[C:9]([O:8][CH2:7][CH2:6][N:39]4[CH2:40][CH2:41][N:36]([CH3:35])[CH2:37][CH2:38]4)[C:17]=23)[CH:24]=[CH:23][C:22]=1[O:25][CH2:26][C:27]1[CH:32]=[CH:31][CH:30]=[CH:29][N:28]=1)[CH3:34]. Reactants: CS(=O)(=O)OCCOC1=NNC2=NC=NC(=C21)NC2=CC(=C(C=C2)OCC2=NC=CC=C2)CC (2-[(4-{[3-ethyl-4-(pyridin-2-ylmethoxy)phenyl]amino)-1H-pyrazolo[3,4-d]pyrimidin-3-yl)oxy]ethyl methanesulfonate), CN1CCNCC1 (N-methylpiperazine). Procedure: The procedure described in Example 55 was repeated using 2-[(4-{[3-ethyl-4-(pyridin-2-ylmethoxy)phenyl]amino}-1H-pyrazolo[3,4-d]pyrimidin-3-yl)oxy]ethyl methanesulfonate (prepared as described in Example 19) and N-methylpiperazine to give the title compound in 44% yield; NMR Spectrum: 1.20 (t, 3H), 2.10 (s, 3H), 2.20-2.35 (m, 4H), 2.40-2.55 (m, 4H), 2.65 (q, 2H), 2.77 (t, 2H), 4.40 (t, 2H), 5.20 (s, 2H), 7.01 (d, 1H), 7.34-7.40 (m, 2H), 7.48-7.54 (m, 2H), 7.85 (td, 1H), 8.23 (s, 1H), 8.26 (s, 1H... The yield is 44.0%. Product: C(C)C=1C=C(C=CC1OCC1=NC=CC=C1)NC1=C2C(=NC=N1)NN=C2OCCN2CCN(CC2)C (N-[3-ethyl-4-(pyridin-2-ylmethoxy)phenyl]-3-[2-(4-methylpiperazin-1-yl)ethoxy]-1H-pyrazolo[3,4-d]pyrimidin-4-amine).